The task is: describe an organic reaction: reactants, conditions, products, and yield. This data is from the Open Reaction Database (ORD), a public repository of structured organic reaction records. Starting materials: Cl.Cl.N12C[C@@H](C(CC1)CC2)N ((R)-1-azabicyclo[2.2.2]oct-3-ylamine dihydrochloride), BrC1=CC=C(O1)C(=O)O (5-bromofuran-2-carboxylic acid), O.ON1N=NC2=C1C=CC=C2 (1-hydroxybenzotriazole hydrate), O-benzotriazol-1-yl-N,N,N′-tetramethyluronium tetrafluoroborate, C(C)(C)N(C(C)C)CC (N,N-diisopropylethylamine). Solvent: CN(C=O)C (N,N-dimethylformamide). Reaction conditions: time 8 hour. The product is hydrochloride salt, N12C[C@@H](C(CC1)CC2)NC(=O)C=2OC(=CC2)Br ((R)-N-(1-Azabicyclo[2.2.2]oct-3-yl)(5-bromofuran-2-carboxamide)). Isolated yield 54.7%. As a reaction SMILES: Cl.Cl.[N:3]12[CH2:10][CH2:9][CH:6]([CH2:7][CH2:8]1)[C@@H:5]([NH2:11])[CH2:4]2.[Br:12][C:13]1[O:17][C:16]([C:18](O)=[O:19])=[CH:15][CH:14]=1.O.ON1C2C=CC=CC=2N=N1.C(N(CC)C(C)C)(C)C>CN(C)C=O>[N:3]12[CH2:10][CH2:9][CH:6]([CH2:7][CH2:8]1)[C@@H:5]([NH:11][C:18]([C:16]1[O:17][C:13]([Br:12])=[CH:14][CH:15]=1)=[O:19])[CH2:4]2 |f:0.1.2,4.5|. Procedure: A mixture of (R)-1-azabicyclo[2.2.2]oct-3-ylamine dihydrochloride (655 mg), 5-bromofuran-2-carboxylic acid (681 mg), 1-hydroxybenzotriazole hydrate (457 mg), O-benzotriazol-1-yl-N,N,N′-tetramethyluronium tetrafluoroborate (1.069 g), and N,N-diisopropylethylamine (2.5 mL) in N,N-dimethylformamide (10 mL) was agitated until a homogenous solution was obtained, and was then allowed to stand at room temperature overnight. The solution was evaporated, and the residue was partitioned between aqueous so...